This data is from the Open Reaction Database (ORD), a public repository of structured organic reaction records. The task is: describe an organic reaction: reactants, conditions, products, and yield Starting materials: CN(C)C=O, CCCCN(CCCC)CCCCl, [H-], [Na+], O=C1c2ccccc2C(=O)N1O. The product is CCCCN(CCCC)CCCON1C(=O)c2ccccc2C1=O. Reaction SMILES: [CH3:28][N:29]([CH3:30])[CH:31]=[O:32].[Cl:15][CH2:16][CH2:17][CH2:18][N:19]([CH2:20][CH2:21][CH2:22][CH3:23])[CH2:24][CH2:25][CH2:26][CH3:27].[H-:1].[Na+:2].[OH:3][N:4]1[C:5](=[O:14])[c:6]2[c:7]([cH:10][cH:11][cH:12][cH:13]2)[C:8]1=[O:9]>>[O:3]([N:4]1[C:5](=[O:14])[c:6]2[c:7]([cH:10][cH:11][cH:12][cH:13]2)[C:8]1=[O:9])[CH2:16][CH2:17][CH2:18][N:19]([CH2:20][CH2:21][CH2:22][CH3:23])[CH2:24][CH2:25][CH2:26][CH3:27]. Reactants: CC(C)C[Al+]CC(C)C, Cc1ccccc1, CCCCCC, [Cl-], CCOC(=O)CCc1c(C)cc(Cl)c2ccc(Cl)cc12, [H-], [NH4+]. Product: Cc1cc(Cl)c2ccc(Cl)cc2c1CCC=O. RXN SMILES: [CH2:22]([Al+:23][CH2:24][CH:25]([CH3:26])[CH3:27])[CH:28]([CH3:29])[CH3:30].[CH3:33][c:34]1[cH:35][cH:36][cH:37][cH:38][cH:39]1.[CH3:40][CH2:41][CH2:42][CH2:43][CH2:44][CH3:45].[Cl-:31].[Cl:1][c:2]1[cH:3][c:4]([CH3:20])[c:5]([CH2:13][CH2:14][C:15](=[O:16])[O:17][CH2:18][CH3:19])[c:6]2[cH:7][c:8]([Cl:12])[cH:9][cH:10][c:11]12.[H-:21].[NH4+:32]>>[Cl:1][c:2]1[cH:3][c:4]([CH3:20])[c:5]([CH2:13][CH2:14][CH:15]=[O:16])[c:6]2[cH:7][c:8]([Cl:12])[cH:9][cH:10][c:11]12. Starting materials: CN, CCOC(C)=O, [Cl-], ClCCl, O=C(Cl)C(=O)Cl, CN(C)C=O, O=C(O)c1ccc[nH]1, O=C(Cl)c1ccc[nH]1. Product: CNC(=O)c1ccc[nH]1. RXN SMILES: [CH3:15][NH2:16].[CH3:29][CH2:30][O:31][C:32](=[O:33])[CH3:34].[Cl-:17].[Cl:18][CH2:19][Cl:20].[Cl:9][C:10]([C:11]([Cl:12])=[O:13])=[O:14].[O:35]=[CH:36][N:37]([CH3:38])[CH3:39].[OH:1][C:2](=[O:3])[c:4]1[cH:5][cH:6][cH:7][nH:8]1.[nH:21]1[cH:22][cH:23][cH:24][c:25]1[C:26]([Cl:27])=[O:28]>>[O:1]=[C:2]([c:4]1[cH:5][cH:6][cH:7][nH:8]1)[NH:16][CH3:15]. Reactants: [Li+], COC(=O)c1ccc2cccc(CN)c2c1, C1CCOC1, [OH-]. Product: NCc1cccc2ccc(C(=O)O)cc12. Reaction SMILES: [Li+:17].[NH2:1][CH2:2][c:3]1[cH:4][cH:5][cH:6][c:7]2[cH:8][cH:9][c:10]([C:13](=[O:14])[O:15][CH3:16])[cH:11][c:12]12.[O:19]1[CH2:20][CH2:21][CH2:22][CH2:23]1.[OH-:18]>>[NH2:1][CH2:2][c:3]1[cH:4][cH:5][cH:6][c:7]2[cH:8][cH:9][c:10]([C:13](=[O:14])[OH:15])[cH:11][c:12]12. Starting materials: ClC1=C(OCC(=O)O)C=CC(=C1Cl)C1=CC(CCC1CC)=O ([2,3-dichloro-4-(6-ethyl-3-oxo-1-cyclohexen-1-yl)phenoxy]acetic acid), C(C)O (ethanol). Reagents/catalysts: S(O)(O)(=O)=O (sulfuric acid). Yields the product ClC1=C(OCC(=O)OCC)C=CC(=C1Cl)C1=CC(CCC1CC)=O (ethyl [2,3-dichloro-4-(6-ethyl-3-oxo-1-cyclohexen-1-yl)-phenoxy]acetate). RXN SMILES: [Cl:1][C:2]1[C:12]([Cl:13])=[C:11]([C:14]2[CH:19]([CH2:20][CH3:21])[CH2:18][CH2:17][C:16](=[O:22])[CH:15]=2)[CH:10]=[CH:9][C:3]=1[O:4][CH2:5][C:6]([OH:8])=[O:7].[CH2:23](O)[CH3:24]>S(=O)(=O)(O)O>[Cl:1][C:2]1[C:12]([Cl:13])=[C:11]([C:14]2[CH:19]([CH2:20][CH3:21])[CH2:18][CH2:17][C:16](=[O:22])[CH:15]=2)[CH:10]=[CH:9][C:3]=1[O:4][CH2:5][C:6]([O:8][CH2:23][CH3:24])=[O:7]. Procedure details: A stirred solution of [2,3-dichloro-4-(6-ethyl-3-oxo-1-cyclohexen-1-yl)phenoxy]acetic acid (3.43 g, 0.01 mole) in ethanol (50 ml) containing sulfuric acid (4 drops) was heated at reflux for 4 hours. The ethanol was evaporated at reduced pressure, the residue dissolved in ether, washed with dilute sodium hydroxide, water, dried over magnesium sulfate and evaporated in vacuo to give 3.31 g of ethyl [2,3-dichloro-4-(6-ethyl-3-oxo-1-cyclohexen-1-yl)-phenoxy]acetate which melted at 110°-112° C.